Dataset: the Open Reaction Database (ORD), a public repository of structured organic reaction records. Task: describe an organic reaction: reactants, conditions, products, and yield The reactants are OC=1C=C(C=CC1)CC(=O)OCC (ethyl 3-hydoxyphenylacetate), [H-].[Na+] (NaH), Cl.ClCCN1CCOCC1 (N-(2-chloroethyl)morpholine hydrochloride). The solvent is CN(C)C=O (DMF), CN(C)C=O (DMF). Conditions: time 15 minute. Product: N1(CCOCC1)CCOC=1C=C(C=CC1)CC(=O)OCC (ethyl 3-[2-(4-morpholinyl)ethoxy]phenylacetate). Yield: 52.7%. RXN SMILES: [H-].[Na+].[OH:3][C:4]1[CH:5]=[C:6]([CH2:10][C:11]([O:13][CH2:14][CH3:15])=[O:12])[CH:7]=[CH:8][CH:9]=1.Cl.Cl[CH2:18][CH2:19][N:20]1[CH2:25][CH2:24][O:23][CH2:22][CH2:21]1>CN(C=O)C>[N:20]1([CH2:19][CH2:18][O:3][C:4]2[CH:5]=[C:6]([CH2:10][C:11]([O:13][CH2:14][CH3:15])=[O:12])[CH:7]=[CH:8][CH:9]=2)[CH2:25][CH2:24][O:23][CH2:22][CH2:21]1 |f:0.1,3.4|. Reported procedure: A suspension of 97% NaH (1.75 g, 0.07 mol) in DMF (50 mL) was stirred for 15 minutes then ethyl 3-hydoxyphenylacetate (5.4 g, 0.03 mol) in DMF (25 mL) was added. The reaction mixture was stirred for 0.5 hours, then was cooled in an ice bath and N-(2-chloroethyl)morpholine hydrochloride (5.6 g, 0.03 mol) was added. The reaction mixture was at room temperature overnight, then was heated on a steam bath for four hours. The solvent was stripped, the residue was partitioned between cold water and eth... As a reaction SMILES: [Cl:1][C:2]1[CH:7]=[CH:6][C:5]([CH2:8][CH2:9][N:10]2[CH2:15][CH2:14][NH:13][CH2:12][CH2:11]2)=[CH:4][CH:3]=1.[Cl:16][CH2:17][C:18]([NH:20][C:21]1[CH:31]=[CH:30][C:24]([CH:25]=[CH:26][C:27](Cl)=[O:28])=[CH:23][CH:22]=1)=[O:19]>>[Cl:16][CH2:17][C:18]([NH:20][C:21]1[CH:31]=[CH:30][C:24]([CH:25]=[CH:26][C:27]([N:13]2[CH2:12][CH2:11][N:10]([CH2:9][CH2:8][C:5]3[CH:6]=[CH:7][C:2]([Cl:1])=[CH:3][CH:4]=3)[CH2:15][CH2:14]2)=[O:28])=[CH:23][CH:22]=1)=[O:19]. Yields the product ClCC(=O)NC1=CC=C(C=C1)C=CC(=O)N1CCN(CC1)CCC1=CC=C(C=C1)Cl (1-{3-[4-(N-chloroacetylamino)phenyl]prop-2-en-1-on-yl}-4-[2-(4-chlorophenyl)ethyl]piperazine). Reported procedure: Analogously to Example 7, 1-[2-(4-chlorophenyl)ethyl]piperazine and 4-chloroacetylaminocinnamic acid chloride are reacted to form 1-{3-[4-(N-chloroacetylamino)phenyl]prop-2-en-1-on-yl}-4-[2-(4-chlorophenyl)ethyl]piperazine. Starting materials: ClC1=CC=C(C=C1)CCN1CCNCC1 (1-[2-(4-chlorophenyl)ethyl]piperazine), ClCC(=O)NC1=CC=C(C=CC(=O)Cl)C=C1 (4-chloroacetylaminocinnamic acid chloride).